From a dataset of the Open Reaction Database (ORD), a public repository of structured organic reaction records. describe an organic reaction: reactants, conditions, products, and yield Starting materials: CCN=C=NCCCN(C)C, COc1cc2nccc(Oc3ccc(N)cc3)c2cc1OC, CN(C)C=O, Cl, O=C(O)c1ccncc1. The product is COc1cc2nccc(Oc3ccc(NC(=O)c4ccncc4)cc3)c2cc1OC. RXN SMILES: [CH2:33]([N:34]=[C:35]=[N:36][CH2:37][CH2:38][CH2:39][N:40]([CH3:41])[CH3:42])[CH3:43].[CH3:1][O:2][c:3]1[cH:4][c:5]2[c:6]([O:15][c:16]3[cH:17][cH:18][c:19]([NH2:22])[cH:20][cH:21]3)[cH:7][cH:8][n:9][c:10]2[cH:11][c:12]1[O:13][CH3:14].[CH3:44][N:45]([CH3:46])[CH:47]=[O:48].[ClH:32].[OH:23][C:24](=[O:25])[c:26]1[cH:27][cH:28][n:29][cH:30][cH:31]1>>[CH3:1][O:2][c:3]1[cH:4][c:5]2[c:6]([O:15][c:16]3[cH:17][cH:18][c:19]([NH:22][C:24](=[O:23])[c:26]4[cH:27][cH:28][n:29][cH:30][cH:31]4)[cH:20][cH:21]3)[cH:7][cH:8][n:9][c:10]2[cH:11][c:12]1[O:13][CH3:14]. Reactants: NC1=C(C=CC(=C1)Cl)OC1=CC=CC=C1 (1-amino-5-chloro-2-phenoxybenzene), C(=O)O (formic acid), CN(C)C(=[N+](C)C)ON1C2=C(C=CC=C2)N=N1.[B-](F)(F)(F)F (TBTU), CCN(C(C)C)C(C)C (DIEA), C(=O)(O)[O-].[Na+] (NaHCO3). Solvent: C(Cl)Cl (DCM). Conditions: time 2 hour. Yields the product ClC=1C=CC(=C(C1)NC=O)OC1=CC=CC=C1 (N-(5-Chloro-2-phenoxy-phenyl)-formamide). Reaction SMILES: [NH2:1][C:2]1[CH:7]=[C:6]([Cl:8])[CH:5]=[CH:4][C:3]=1[O:9][C:10]1[CH:15]=[CH:14][CH:13]=[CH:12][CH:11]=1.[CH:16](O)=[O:17].CN(C(ON1N=NC2C=CC=CC1=2)=[N+](C)C)C.[B-](F)(F)(F)F.CCN(C(C)C)C(C)C.C([O-])(O)=O.[Na+]>C(Cl)Cl>[Cl:8][C:6]1[CH:5]=[CH:4][C:3]([O:9][C:10]2[CH:15]=[CH:14][CH:13]=[CH:12][CH:11]=2)=[C:2]([NH:1][CH:16]=[O:17])[CH:7]=1 |f:2.3,5.6|. Reported procedure: A mixture of 1-amino-5-chloro-2-phenoxybenzene (1.00 g, 4.55 mmol), formic acid (0.34 mL, 9.10 mmol), TBTU (1.46 g, 4.55 mmol), DIEA (2.38 mL, 13.6 mmol) and DCM (20 mL) was stirred at rt for 2 h. The solution was transferred to a separatory funnel, 20 mL of sat. aq. NaHCO3 solution was added and the mixture was extracted DCM. The organics were combined and dried (Na2SO4). Solvent was removed under reduced pressure to give a crude residue which was purified via flash chromatography, eluting with... Reactants: COC(=O)C(C(=O)OC)C1CCC(=O)C1, O=C(O)CCCCCCCCCCC(=O)O. Product: COC(=O)CC1CCC(=O)C1. RXN SMILES: [O:1]=[C:2]1[CH2:3][CH:4]([CH:7]([C:8](=[O:9])[O:10][CH3:11])[C:12]([O:13][CH3:14])=[O:15])[CH2:5][CH2:6]1.[OH:16][C:17]([CH2:18][CH2:19][CH2:20][CH2:21][CH2:22][CH2:23][CH2:24][CH2:25][CH2:26][CH2:27][C:28](=[O:29])[OH:30])=[O:31]>>[O:1]=[C:2]1[CH2:3][CH:4]([CH2:7][C:8](=[O:9])[O:10][CH3:11])[CH2:5][CH2:6]1. The reactants are COc1ccc(C2CCOCC2)c2sc(NC(=O)c3ccnc(Br)c3)nc12, O=C([O-])[O-], COCCN, [Cs+], [Cs+]. Yields the product COCCNc1cc(C(=O)Nc2nc3c(OC)ccc(C4CCOCC4)c3s2)ccn1. Reaction SMILES: [Br:1][c:2]1[cH:3][c:4]([C:5](=[O:6])[NH:7][c:8]2[s:9][c:10]3[c:11]([n:12]2)[c:13]([O:23][CH3:24])[cH:14][cH:15][c:16]3[CH:17]2[CH2:18][CH2:19][O:20][CH2:21][CH2:22]2)[cH:25][cH:26][n:27]1.[C:28](=[O:29])([O-:30])[O-:31].[CH3:34][O:35][CH2:36][CH2:37][NH2:38].[Cs+:32].[Cs+:33]>>[c:2]1([NH:38][CH2:37][CH2:36][O:35][CH3:34])[cH:3][c:4]([C:5](=[O:6])[NH:7][c:8]2[s:9][c:10]3[c:11]([n:12]2)[c:13]([O:23][CH3:24])[cH:14][cH:15][c:16]3[CH:17]2[CH2:18][CH2:19][O:20][CH2:21][CH2:22]2)[cH:25][cH:26][n:27]1. Reaction SMILES: [C:18]([O-:19])(=[O:20])[O-:21].[C:24]([OH:25])(=[O:26])[CH3:27].[CH:1]([CH3:2])([CH3:3])[S:4][c:5]1[cH:6][cH:7][c:8]([C:9](=[O:10])[O:11][CH2:12][CH3:13])[cH:14][cH:15]1.[Na+:22].[Na+:23].[OH:16][OH:17]>>[CH:1]([CH3:2])([CH3:3])[S:4]([c:5]1[cH:6][cH:7][c:8]([C:9](=[O:10])[O:11][CH2:12][CH3:13])[cH:14][cH:15]1)=[O:19]. Yields the product CCOC(=O)c1ccc(S(=O)C(C)C)cc1. The reactants are O=C([O-])[O-], CC(=O)O, CCOC(=O)c1ccc(SC(C)C)cc1, [Na+], [Na+], OO. Starting materials: O (Water), CC1=CC=C(C=C1)S(=O)(=O)Cl (4-Methylbenzenesulphonyl chloride), C[C@@]12C=CC[C@H]1[C@@H]1CC[C@H]3C[C@H](CC[C@]3(C)[C@H]1CC2)O ((3β, 5α)-androst-16-en-3-ol), C[C@@]12C(CC[C@H]1[C@@H]1CC[C@H]3C[C@H](CC[C@]3(C)[C@H]1CC2)O)=O ((3β, 5α)-androstan-3-ol- 17-one). Run in N1=CC=CC=C1 (pyridine). Conditions: time 1 hour. The product is C[C@@]12C=CC[C@H]1[C@@H]1CC[C@H]3C[C@H](CC[C@]3(C)[C@H]1CC2)O.CC1=CC=C(C=C1)S(=O)(=O)[O-] ((3β, 5α)-androst-16-en-3-ol 4-methylbenzenesulphonate). RXN SMILES: [CH3:1][C:2]1[CH:7]=[CH:6][C:5]([S:8](Cl)(=[O:10])=[O:9])=[CH:4][CH:3]=1.[CH3:12][C@:13]12[CH2:30][CH2:29][C@H:28]3[C@@H:18]([CH2:19][CH2:20][C@@H:21]4[C@:26]3([CH3:27])[CH2:25][CH2:24][C@H:23]([OH:31])[CH2:22]4)[C@@H:17]1[CH2:16][CH:15]=[CH:14]2.C[C@]12CC[C@H]3[C@@H](CC[C@@H]4[C@]3(C)CC[C@H]([OH:51])C4)[C@@H]1CCC2=O.O>N1C=CC=CC=1>[CH3:12][C@:13]12[CH2:30][CH2:29][C@H:28]3[C@@H:18]([CH2:19][CH2:20][C@@H:21]4[C@:26]3([CH3:27])[CH2:25][CH2:24][C@H:23]([OH:31])[CH2:22]4)[C@@H:17]1[CH2:16][CH:15]=[CH:14]2.[CH3:1][C:2]1[CH:7]=[CH:6][C:5]([S:8]([O-:10])(=[O:51])=[O:9])=[CH:4][CH:3]=1 |f:5.6|. Reported procedure: 4-Methylbenzenesulphonyl chloride (20 g) was added to a stirred solution of (3β, 5α)-androst-16-en-3-ol (20 g), which was prepared from (3β, 5α)-androstan-3-ol- 17-one in a similar way as described in Examples 1 and 2, in pyridine (100 ml) at °C. The mixture was stirred at 0°-5° C. for 1 h., then set aside in a refrigerator for 3 d. Water was added to precipitate the product as off-white prisms. Recrystallisation from diethyl ether-methanol gave colourless prisms of (3β, 5α)-androst-16-en-3-ol 4...